This data is from the Open Reaction Database (ORD), a public repository of structured organic reaction records. The task is: describe an organic reaction: reactants, conditions, products, and yield Starting materials: C(#N)\N=C(\NC1=CC(=CC(=C1)Cl)Cl)/SC ((Z)-methyl N′-cyano-N-(3,5-dichlorophenyl)carbamimidothioate), C[Si](NO[Si](C)(C)C)(C)C (N,O-bis(trimethylsilyl)hydroxylamine). Run in C(Cl)(Cl)(Cl)Cl (CCl4). Run at temperature 80 celsius, time 18 hour. Product: ClC=1C=C(C=C(C1)Cl)NC1=NC(=NO1)N (N*5*-(3,5-Dichloro-phenyl)-[1,2,4]oxadiazole-3,5-diamine). Yield: 21.8%. As a reaction SMILES: [C:1](/[N:3]=[C:4](\SC)/[NH:5][C:6]1[CH:11]=[C:10]([Cl:12])[CH:9]=[C:8]([Cl:13])[CH:7]=1)#[N:2].C[Si](C)(C)[NH:18][O:19][Si](C)(C)C>C(Cl)(Cl)(Cl)Cl>[Cl:12][C:10]1[CH:11]=[C:6]([NH:5][C:4]2[O:19][N:18]=[C:1]([NH2:2])[N:3]=2)[CH:7]=[C:8]([Cl:13])[CH:9]=1. Procedure: In a 5 mL microwave vial, (Z)-methyl N′-cyano-N-(3,5-dichlorophenyl)carbamimidothioate (156 mg, 0.6 mmol, Eq: 1.00) and N,O-bis(trimethylsilyl)hydroxylamine (160 mg, 900 μmol, Eq: 1.5) were combined with CCl4 (1 ml) to give a colorless suspension which was capped and heated in a 80° C. oil bath for 2.5 hr. The mixture was concentrated in vacuo and MeOH added. The mixture was stirred at RT for 18 hours. The reaction mixture was concentrated in vacuo and the crude material was purified by preparat... Reactants: C(C1=CC=CC=C1)ON1[C@@H]2CC[C@H](N(C1=O)C2)C(=O)O ((2S,5R)-6-(benzyloxy)-7-oxo-1,6-diazabicyclo[3.2.1]octane-2-carboxylic acid), CS(=O)(=O)NN (methanesulfonohydrazide), ON1N=NC2=C1C=CC=C2 (1-hydroxybenzotriazole), Cl.C(C)N=C=NCCCN(C)C (1-ethyl-(3-dimethylaminopropyl)carbodiimide hydrochloride). The reagents and catalysts are CN(C1=CC=NC=C1)C (4-(dimethylamino)pyridine). Run in C(Cl)Cl (DCM). Run at time 8 hour. The product is C(C1=CC=CC=C1)ON1[C@@H]2CC[C@@H](N(C1=O)C2)C(=O)NNS(=O)(=O)C ((2R,5R)-6-(benzyloxy)-N′-(methylsulfonyl)-7-oxo-1,6-diazabicyclo[3.2.1]octane-2-carbohydrazide). Yield: 41.5%. As a reaction SMILES: [CH2:1]([O:8][N:9]1[C:15](=[O:16])[N:14]2[CH2:17][C@H:10]1[CH2:11][CH2:12][C@H:13]2[C:18]([OH:20])=O)[C:2]1[CH:7]=[CH:6][CH:5]=[CH:4][CH:3]=1.[CH3:21][S:22]([NH:25][NH2:26])(=[O:24])=[O:23].ON1C2C=CC=CC=2N=N1.Cl.C(N=C=NCCCN(C)C)C>C(Cl)Cl.CN(C)C1C=CN=CC=1>[CH2:1]([O:8][N:9]1[C:15](=[O:16])[N:14]2[CH2:17][C@H:10]1[CH2:11][CH2:12][C@@H:13]2[C:18]([NH:26][NH:25][S:22]([CH3:21])(=[O:24])=[O:23])=[O:20])[C:2]1[CH:3]=[CH:4][CH:5]=[CH:6][CH:7]=1 |f:3.4|. Reported procedure: To solution of (2S,5R)-6-(benzyloxy)-7-oxo-1,6-diazabicyclo[3.2.1]octane-2-carboxylic acid 1 (0.67 g, 2.42 mmol) in dry DCM (60 mL) were added methanesulfonohydrazide 187 (0.40 g, 3.63 mmol), 1-hydroxybenzotriazole (0.44 g, 3.63 mmol), 1-ethyl-(3-dimethylaminopropyl)carbodiimide hydrochloride (0.72 g, 3.63 mmol) and 4-(dimethylamino)pyridine (0.44 g, 3.63 mmol) at room temperature. The reaction mixture was stirred at room temperature overnight and concentrated under vacuum. The residue was purif... Starting materials: NC=1C=C2C(=CNC2=CC1)C1CCN(CC1)C (5-amino-3-(1-methylpiperidin-4-yl)-1H-indole), N1=C(C=CC=C1)C(=O)O (pyridine-2-carboxylic acid). Yields the product N1=C(C=CC=C1)C(=O)NC=1C=C2C(=CNC2=CC1)C1CCN(CC1)C (5-(pyridine-2-carbonyl)amino-3-(1-methylpiperidin-4-yl)-1H-indole). Isolated yield 84.9%. Reaction SMILES: [NH2:1][C:2]1[CH:3]=[C:4]2[C:8](=[CH:9][CH:10]=1)[NH:7][CH:6]=[C:5]2[CH:11]1[CH2:16][CH2:15][N:14]([CH3:17])[CH2:13][CH2:12]1.[N:18]1[CH:23]=[CH:22][CH:21]=[CH:20][C:19]=1[C:24](O)=[O:25]>>[N:18]1[CH:23]=[CH:22][CH:21]=[CH:20][C:19]=1[C:24]([NH:1][C:2]1[CH:3]=[C:4]2[C:8](=[CH:9][CH:10]=1)[NH:7][CH:6]=[C:5]2[CH:11]1[CH2:16][CH2:15][N:14]([CH3:17])[CH2:13][CH2:12]1)=[O:25]. Procedure: Beginning with 12.0 mg (0.05 mMol) 5-amino-3-(1-methylpiperidin-4-yl)-1H-indole and 19.0 mg (0.15 mMol pyridine-2-carboxylic acid, 14.2 mg (85%) of the title compound were recovered. Reactants: C(C1=CC=CC=C1)OC=1C=CC2=C(C=C(CCC2)C(=O)OC)C1 (methyl 2-benzyloxy-6,7-dihydro-5H-benzocycloheptene-8-carboxylate), O1CCCC1 (tetrahydrofuran), aqueous solution, [OH-].[Na+] (sodium hydroxide), Cl (hydrochloric acid). Run in CO (methanol). Conditions: time 13 hour. Yields the product C(C1=CC=CC=C1)OC=1C=CC2=C(C=C(CCC2)C(=O)O)C1 (2-benzyloxy-6,7-dihydro-5H-benzocycloheptene-8-carboxylic acid). Isolated yield 96.1%. RXN SMILES: [CH2:1]([O:8][C:9]1[CH:10]=[CH:11][C:12]2[CH2:18][CH2:17][CH2:16][C:15]([C:19]([O:21]C)=[O:20])=[CH:14][C:13]=2[CH:23]=1)[C:2]1[CH:7]=[CH:6][CH:5]=[CH:4][CH:3]=1.[OH-].[Na+].O1CCCC1.Cl>CO>[CH2:1]([O:8][C:9]1[CH:10]=[CH:11][C:12]2[CH2:18][CH2:17][CH2:16][C:15]([C:19]([OH:21])=[O:20])=[CH:14][C:13]=2[CH:23]=1)[C:2]1[CH:3]=[CH:4][CH:5]=[CH:6][CH:7]=1 |f:1.2|. Procedure: To methyl 2-benzyloxy-6,7-dihydro-5H-benzocycloheptene-8-carboxylate (2.28 g, 7.39 mmol) suspended in methanol (25 ml) was added a 1N aqueous solution of sodium hydroxide (23 ml), and the resulting mixture was stirred at room temperature for 13 hours. In order to complete the reaction, tetrahydrofuran (25 ml) was added, and the resulting mixture was stirred at 60° C. for 2 hours. The reaction mixture was mixed with 1 N hydrochloric acid (23 ml) at room temperature, was concentrated under reduced... Starting materials: C(C)(C)OC1=C(C=C(C=C1)S(=O)(=O)N)N=C=S (4-Isopropoxy-3-isothiocyanato-benzenesulfonamide), solution, N (ammonia). Run in CO (MeOH). Run at time 18 hour. Product: C(C)(C)OC1=C(C=C(C=C1)S(=O)(=O)N)NC(=S)N (4-Isopropoxy-3-thioureido-benzenesulfonamide). Reaction SMILES: [CH:1]([O:4][C:5]1[CH:10]=[CH:9][C:8]([S:11]([NH2:14])(=[O:13])=[O:12])=[CH:7][C:6]=1[N:15]=[C:16]=[S:17])([CH3:3])[CH3:2].[NH3:18]>CO>[CH:1]([O:4][C:5]1[CH:10]=[CH:9][C:8]([S:11]([NH2:14])(=[O:13])=[O:12])=[CH:7][C:6]=1[NH:15][C:16]([NH2:18])=[S:17])([CH3:3])[CH3:2]. Procedure: Crude 4-isopropoxy-3-isothiocyanato-benzenesulfonamide (17.8 g, 65.2 mmol, example 2, step e) was treated with a 2 M solution of ammonia in MeOH (250 mL) and the resulting solution was stirred at room temperature for 18 h. The reaction mixture was then concentrated to about half the volume until a large amount of tan solid precipitated. The suspension was cooled to 0° C. for 30 minutes and was filtered. The solid was washed with methanol and ether to give the title compound as a cream colored so... Reactants: C(#C)C1(CN2CCC1CC2)OC(CCC)=O ((±)-3-ethynyl-3-butyryloxyquinuclidine), CO (methanol), [OH-].[Na+] (sodium hydroxide), [OH-].[Na+] (sodium hydroxide). Run in O (water), O (water), S(=O)(=O)([O-])[O-].[NH4+].[NH4+] (ammonium sulphate). Run at time 5.5 hour. The product is C(#C)C1(CN2CCC1CC2)O ((+)-3-ethynyl-3-hydroxyquinuclidine). The yield is 18.3%. RXN SMILES: [C:1]([C:3]1([O:11]C(=O)CCC)[CH:8]2[CH2:9][CH2:10][N:5]([CH2:6][CH2:7]2)[CH2:4]1)#[CH:2].CO.[OH-].[Na+]>O.S([O-])([O-])(=O)=O.[NH4+].[NH4+]>[C:1]([C:3]1([OH:11])[CH:8]2[CH2:9][CH2:10][N:5]([CH2:6][CH2:7]2)[CH2:4]1)#[CH:2] |f:2.3,5.6.7|. Procedure: A solution of (±)-3-ethynyl-3-butyryloxyquinuclidine (4.42 g) in deionised water (700 ml) containing methanol (35 ml) was adjusted to pH 7.0 using an 0.1M aqueous sodium hydroxide solution (dispensed by a pH autotitrater). A suspension of pig liver eaterase (8.0 ml, 9200 units, in 3.2M aqueous ammonium sulphate solution at pH8; Sigma Chemical Company Ltd) was added to the reaction mixture and the mixture was stirred at ambient temperature whilst maintaining the pH at 7.0 using 0.1M aqueous sodiu... Starting materials: CC(C)(C)N(C([O-])=O)[C@H](CCO)CC1=CC=C(C=C1)Br (1,1-Dimethylethyl{(1S)-1-[(4-bromophenyl)methyl]-3-hydroxypropyl}carbamate), Cl.O1CCOCC1 (HCl dioxane). Reaction conditions: time 2 hour. Product: Cl.N[C@H](CCO)CC1=CC=C(C=C1)Br ((3S)-3-Amino-4-(4-bromophenyl)-1-butanol hydrochloride). The yield is 94.0%. As a reaction SMILES: CC([N:5]([C@@H:9]([CH2:13][C:14]1[CH:19]=[CH:18][C:17]([Br:20])=[CH:16][CH:15]=1)[CH2:10][CH2:11][OH:12])C(=O)[O-])(C)C.[ClH:21].O1CCOCC1>>[ClH:21].[NH2:5][C@@H:9]([CH2:13][C:14]1[CH:15]=[CH:16][C:17]([Br:20])=[CH:18][CH:19]=1)[CH2:10][CH2:11][OH:12] |f:1.2,3.4|. Procedure details: 1,1-Dimethylethyl{(1S)-1-[(4-bromophenyl)methyl]-3-hydroxypropyl}carbamate (4.4 g, 12.8 mmol) was dissolved in 4N HCl/dioxane (20 mL). After 2 h, the reaction mixture was concentrated in vacuo to give 3.69 g (94%) of the title compound as a white solid. LC/MS (ES) m/e 244.0 (M+H)+. Reactants: ClC1=CC=CC(=N1)C(=O)N(C1=CC=C(C=C1)CN1C[C@@H](N(CC1)C(=O)OC(C)(C)C)C)C (1,1-Dimethylethyl (2S)-4-({4-[[(6-chloro-2-pyridinyl)carbonyl](methyl)amino]phenyl}methyl)-2-methyl-1-piperazinecarboxylate), FC=1C=C(C=CC1)B(O)O (3-fluorobenzeneboronic acid), tetrakis-(triphenylphosphine)palladium (0), C([O-])([O-])=O.[Na+].[Na+] (sodium carbonate), COCCOC.O (DME water). The solvent is C(Cl)Cl.O (DCM water). Run at temperature 140 celsius. The product is FC=1C=C(C=CC1)C1=CC=CC(=N1)C(=O)N(C1=CC=C(C=C1)CN1C[C@@H](N(CC1)C(=O)OC(C)(C)C)C)C (1,1-Dimethylethyl (2S)-4-({4-[{[6-(3-fluorophenyl)-2-pyridinyl]carbonyl}(methyl)amino]phenyl}methyl)-2-methyl-1-piperazinecarboxylate). The yield is 84.1%. Reaction SMILES: Cl[C:2]1[N:7]=[C:6]([C:8]([N:10]([CH3:32])[C:11]2[CH:16]=[CH:15][C:14]([CH2:17][N:18]3[CH2:23][CH2:22][N:21]([C:24]([O:26][C:27]([CH3:30])([CH3:29])[CH3:28])=[O:25])[C@@H:20]([CH3:31])[CH2:19]3)=[CH:13][CH:12]=2)=[O:9])[CH:5]=[CH:4][CH:3]=1.[F:33][C:34]1[CH:35]=[C:36](B(O)O)[CH:37]=[CH:38][CH:39]=1.C(=O)([O-])[O-].[Na+].[Na+].COCCOC.O>C(Cl)Cl.O>[F:33][C:34]1[CH:39]=[C:38]([C:2]2[N:7]=[C:6]([C:8]([N:10]([CH3:32])[C:11]3[CH:12]=[CH:13][C:14]([CH2:17][N:18]4[CH2:23][CH2:22][N:21]([C:24]([O:26][C:27]([CH3:28])([CH3:30])[CH3:29])=[O:25])[C@@H:20]([CH3:31])[CH2:19]4)=[CH:15][CH:16]=3)=[O:9])[CH:5]=[CH:4][CH:3]=2)[CH:37]=[CH:36][CH:35]=1 |f:2.3.4,5.6,7.8|. Reported procedure: A mixture of 1,1-dimethylethyl (2S)-4-({4-[[(6-chloro-2-pyridinyl)carbonyl](methyl)amino]phenyl}methyl)-2-methyl-1-piperazinecarboxylate (D107) (0.0825 g, 0.179 mmol), 3-fluorobenzeneboronic acid (0.0302 g, 0.216 mmol), tetrakis-(triphenylphosphine)palladium (0) (0.0104 g, 0.009 mmol) and sodium carbonate (0.0762 g, 0.719 mmol) in a DME/water (4 mL, 1:1) was heated at 140° C. in a microwave for 10 minutes. The reaction mixture was diluted with DCM/water and the aqueous layer was further extracte...